The task is: describe an organic reaction: reactants, conditions, products, and yield. This data is from the Open Reaction Database (ORD), a public repository of structured organic reaction records. The reactants are C1(CC=CCC1)C(=O)O (cyclohex-3-enecarboxylic acid), [I-].[K+] (potassium iodide), C(O)([O-])=O.[Na+] (sodium hydrogencarbonate), II (iodine). Run in C(Cl)Cl (methylene chloride), O (water). Reaction conditions: time 3 hour. Product: IC1CCC2C(OC1C2)=O (4-iodo-6-oxa-bicyclo[3.2.1]octan-7-one). The yield is 95.6%. As a reaction SMILES: [CH:1]1([C:7]([OH:9])=[O:8])[CH2:6][CH2:5][CH:4]=[CH:3][CH2:2]1.[I-:10].[K+].C(=O)([O-])O.[Na+].II>C(Cl)Cl.O>[I:10][CH:4]1[CH:5]2[CH2:6][CH:1]([C:7](=[O:9])[O:8]2)[CH2:2][CH2:3]1 |f:1.2,3.4|. Procedure: To a mixture of cyclohex-3-enecarboxylic acid (racemate, 42.0 g, 333 mmol), potassium iodide (72.0 g, 433 mmol) and sodium hydrogencarbonate (36.4 g, 433 mmol) in methylene chloride (750 mL) and water (750 mL) was added iodine (110.0 g, 433 mmol) at an internal temperature of 5° C., and the reaction mixture was stirred at room temperature for 3 hours. After quenched with 1 N aqueous sodium thiosulfate (1500 mL), the resulting mixture was extracted with methylene chloride (1000 mL×2). The combine... The reactants are C(C)(C)(C)C1=CC=C(C=C1)S(=O)(=O)NC1=C(C=C(C(=C1)F)Cl)C=1OC(=NN1)CCS(=O)(=O)C (4-tert-butyl-N-{4-chloro-5-fluoro-2-[5-(2-methanesulfonyl-ethyl)-[1,3,4]oxadiazol-2-yl]-phenyl}-benzenesulfonamide), CN (methylamine), CC(=O)O (AcOH). The solvent is O1CCOCC1 (dioxane). Reaction conditions: temperature 120 celsius, time 8 hour. Yields the product C(C)(C)(C)C1=CC=C(C=C1)S(=O)(=O)NC1=C(C=C(C(=C1)F)Cl)C1=NN=C(N1C)CCS(=O)(=O)C (4-tert-butyl-N-{4-chloro-5-fluoro-2-[5-(2-methanesulfonyl-ethyl)-4-methyl-4H-[1,2,4]triazol-3-yl]-phenyl}-benzenesulfonamide). RXN SMILES: [C:1]([C:5]1[CH:10]=[CH:9][C:8]([S:11]([NH:14][C:15]2[CH:20]=[C:19]([F:21])[C:18]([Cl:22])=[CH:17][C:16]=2[C:23]2O[C:25]([CH2:28][CH2:29][S:30]([CH3:33])(=[O:32])=[O:31])=[N:26][N:27]=2)(=[O:13])=[O:12])=[CH:7][CH:6]=1)([CH3:4])([CH3:3])[CH3:2].[CH3:34][NH2:35].CC(O)=O>O1CCOCC1>[C:1]([C:5]1[CH:10]=[CH:9][C:8]([S:11]([NH:14][C:15]2[CH:20]=[C:19]([F:21])[C:18]([Cl:22])=[CH:17][C:16]=2[C:23]2[N:35]([CH3:34])[C:25]([CH2:28][CH2:29][S:30]([CH3:33])(=[O:32])=[O:31])=[N:26][N:27]=2)(=[O:13])=[O:12])=[CH:7][CH:6]=1)([CH3:4])([CH3:3])[CH3:2]. Procedure details: A 25 mL scintillation vial was charged with 4-tert-butyl-N-{4-chloro-5-fluoro-2-[5-(2-methanesulfonyl-ethyl)-[1,3,4]oxadiazol-2-yl]-phenyl}-benzenesulfonamide (48 mg, 0.093 mmol), methylamine (13 μL, 0.372 mmol), AcOH (21 μL, 0.372 mmol), and dioxane (1.0 mL). The vial was sealed, heated to 120° C., and stirred overnight. The following day, the volatiles were evacuated in vacuo and the residue was purified via automated silica gel chromatography to afford 4-tert-butyl-N-{4-chloro-5-fluoro-2-[5-(... Reactants: O (water), OC1=CC=C(C(=O)C2=CC=CC=C2)C=C1 (4-hydroxybenzophenone), COCCl (chloromethyl methyl ether). Solvent: ClCCl (Dichloromethane), ClCCl (dichloromethane), C(C)(C)NC(C)C (diisopropylamine). Product: COCOC1=CC=C(C(=O)C2=CC=CC=C2)C=C1 (4-(methoxymethoxy)benzophenone). As a reaction SMILES: [OH:1][C:2]1[CH:15]=[CH:14][C:5]([C:6]([C:8]2[CH:13]=[CH:12][CH:11]=[CH:10][CH:9]=2)=[O:7])=[CH:4][CH:3]=1.[CH3:16][O:17][CH2:18]Cl.O>ClCCl.C(NC(C)C)(C)C>[CH3:16][O:17][CH2:18][O:1][C:2]1[CH:3]=[CH:4][C:5]([C:6]([C:8]2[CH:13]=[CH:12][CH:11]=[CH:10][CH:9]=2)=[O:7])=[CH:14][CH:15]=1. Procedure: 2 g of 4-hydroxybenzophenone was dissolved in 20 ml dichloromethane and 2.12 ml diisopropylamine, and then stirred with 0.9 ml chloromethyl methyl ether at room temperature for 16 hours. Dichloromethane and water were added to the reaction mixture, which was then extracted with dichloromethane three times, washed with saturated aqueous sodium bicarbonate and brine, and then dried over anhydrous magnesium sulfate. The drying agent was filtered off and the solvent was evaporated to give 4-(methoxy... Reactants: [H-].[Na+] (sodium hydride), [Si](C)(C)(C(C)(C)C)OCC1=C(CCC(=O)OC)C=C(C(=C1)O)I (methyl 2-tert-butyldimethylsilyloxymethyl-4-hydroxy-5-iodohydrocinnamate), IC (iodomethane), CN1C(N(CCC1)C)=O (1,3-dimethyl-3,4,5,6-tetrahydro-2(1H)-pyrimidinone). The solvent is C1CCOC1 (THF), C1CCOC1 (THF). Run at time 2 hour. Product: [Si](C)(C)(C(C)(C)C)OCC1=C(CCC(=O)OC)C=C(C(=C1)OC)I (Methyl 2-Tert-butyldimethylsilyloxymethyl-4-methoxy-5-iodohydrocinnamate). Reaction SMILES: [H-].[Na+].[Si:3]([O:10][CH2:11][C:12]1[CH:23]=[C:22]([OH:24])[C:21]([I:25])=[CH:20][C:13]=1[CH2:14][CH2:15][C:16]([O:18][CH3:19])=[O:17])([C:6]([CH3:9])([CH3:8])[CH3:7])([CH3:5])[CH3:4].IC.[CH3:28]N1CCCN(C)C1=O>C1COCC1>[Si:3]([O:10][CH2:11][C:12]1[CH:23]=[C:22]([O:24][CH3:28])[C:21]([I:25])=[CH:20][C:13]=1[CH2:14][CH2:15][C:16]([O:18][CH3:19])=[O:17])([C:6]([CH3:8])([CH3:9])[CH3:7])([CH3:5])[CH3:4] |f:0.1|. Procedure details: A suspension of 60% sodium hydride in mineral (1.2 g) in THF (56 ml) is cooled to -20° C. and of solution of methyl 2-tert-butyldimethylsilyloxymethyl-4-hydroxy-5-iodohydrocinnamate (12.6 g), iodomethane (5 ml) and 1,3-dimethyl-3,4,5,6-tetrahydro-2(1H)-pyrimidinone (DMPU) (8 ml) in THF (20 ml) is added. The cold bath is removed, the mixture stirred for about 2 hours, and diluted with ether. The ether solution is washed with 0.1M HCl, brine, dried over magnesium sulfate, filtered and concentrated... Starting materials: COC1=CC=C2C=C3C(=NC2=C1)NN=C3N (7-methoxy-1H-pyrazolo[3,4-b]quinolin-3-amine), CNC (dimethylamine), C=O (formaldehyde). Solvent: C(C)O (ethanol). Conditions: time 8 hour. Yields the product CN(C)CN1N=C(C=2C1=NC1=CC(=CC=C1C2)OC)N (1-[(dimethylamino)methyl]-7-methoxy-1H-pyrazolo[3,4-b]quinolin-3-amine). RXN SMILES: [CH3:1][O:2][C:3]1[CH:12]=[C:11]2[C:6]([CH:7]=[C:8]3[C:15]([NH2:16])=[N:14][NH:13][C:9]3=[N:10]2)=[CH:5][CH:4]=1.[CH3:17][NH:18][CH3:19].[CH2:20]=O>C(O)C>[CH3:17][N:18]([CH2:20][N:13]1[C:9]2=[N:10][C:11]3[C:6]([CH:7]=[C:8]2[C:15]([NH2:16])=[N:14]1)=[CH:5][CH:4]=[C:3]([O:2][CH3:1])[CH:12]=3)[CH3:19]. Reported procedure: To a solution of 15 g 7-methoxy-1H-pyrazolo[3,4-b]quinolin-3-amine (Example 3d) in 190 ml ethanol was added 16 ml 47% aqueous dimethylamine and 6.5 ml 37% aqueous formaldehyde. The reaction mixture was stirred at room temperature overnight, then concentrated by evaporation, and the residue was recrystallized from ethanol to give 10.8 g 1-[(dimethylamino)methyl]-7-methoxy-1H-pyrazolo[3,4-b]quinolin-3-amine, bright-yellow solid, m.p. 156°-158° C.